Dataset: the Open Reaction Database (ORD), a public repository of structured organic reaction records. Task: describe an organic reaction: reactants, conditions, products, and yield Reactants: [N+](=O)([O-])C1=C2C=CC=NC2=C2N=CC=CC2=C1 (5nitro-1, 10-phenanthroline), O.O.[Sn](Cl)Cl (tin(II) chloride dihydrate), [OH-].[Na+] (NaOH). Run in C(C)O (ethanol). Product: NC1=C2C=CC=NC2=C2N=CC=CC2=C1 (5-Amino-1,10-phenanthroline). The yield is 62.0%. As a reaction SMILES: [N+:1]([C:4]1[CH:17]=[C:16]2[C:11]([N:12]=[CH:13][CH:14]=[CH:15]2)=[C:10]2[C:5]=1[CH:6]=[CH:7][CH:8]=[N:9]2)([O-])=O.O.O.[Sn](Cl)Cl.[OH-].[Na+]>C(O)C>[NH2:1][C:4]1[CH:17]=[C:16]2[C:11]([N:12]=[CH:13][CH:14]=[CH:15]2)=[C:10]2[C:5]=1[CH:6]=[CH:7][CH:8]=[N:9]2 |f:1.2.3,4.5|. Procedure details: A magnetically stirred solution of 5nitro-1, 10-phenanthroline (2,.01 g, 8.93 mmol) and tin(II) chloride dihydrate (6.05 g, 26.81 mmol) was heated to reflux for 3 h in ethanol (100 mL) and then concentrated in vacuo to give a viscous residue. The residue was treated with concentrated NaOH and then extracted with CHCl3 (3×50 mL). The organic layer was separated, washed with water (2×50 mL) and brine (1×50 mL), dried over anhydrous sodium sulfate, and then concentrated in vacuo to afford 1.08 g (6... The reactants are C(CCCCCCC)OC1=CC=C(C=C1)C1CN(CCO1)CCOP(O)(O)=O (Phosphoric acid mono-{2-[2-(4-octyloxy-phenyl)-morpholin-4-yl]-ethyl}ester), C(CCCCCCC)OC1=CC=C(C=C1)C1CN(CCO1)CCOP(OC(C)(C)C)(OC(C)(C)C)=O (phosphoric acid di-tert-butyl ester 2-[2-(4-octyloxy-phenyl)-morpholin-4-yl]-ethyl ester), C(=O)(C(F)(F)F)O (TFA). Solvent: C(Cl)Cl (CH2Cl2). The product is FC(C(=O)O)(F)F.C(CCCCCCC)OC1=CC=C(C=C1)C1CN(CCO1)CCOP(O)(O)=O (phosphoric acid mono-{2-[2-(4-octyloxy-phenyl)-morpholin-4-yl]-ethyl}ester trifluoroacetic acid salt). Reaction SMILES: [CH2:1]([O:9][C:10]1[CH:15]=[CH:14][C:13]([CH:16]2[O:21][CH2:20][CH2:19][N:18]([CH2:22][CH2:23][O:24][P:25](=[O:28])([OH:27])[OH:26])[CH2:17]2)=[CH:12][CH:11]=1)[CH2:2][CH2:3][CH2:4][CH2:5][CH2:6][CH2:7][CH3:8].C(OC1C=CC(C2OCCN(CCOP(=O)(OC(C)(C)C)OC(C)(C)C)C2)=CC=1)CCCCCCC.[C:65]([OH:71])([C:67]([F:70])([F:69])[F:68])=[O:66]>C(Cl)Cl>[F:68][C:67]([F:70])([F:69])[C:65]([OH:71])=[O:66].[CH2:1]([O:9][C:10]1[CH:11]=[CH:12][C:13]([CH:16]2[O:21][CH2:20][CH2:19][N:18]([CH2:22][CH2:23][O:24][P:25](=[O:26])([OH:28])[OH:27])[CH2:17]2)=[CH:14][CH:15]=1)[CH2:2][CH2:3][CH2:4][CH2:5][CH2:6][CH2:7][CH3:8] |f:4.5|. Procedure: Phosphoric acid mono-{2-[2-(4-octyloxy-phenyl)-morpholin-4-yl]-ethyl}ester: A solution of phosphoric acid di-tert-butyl ester 2-[2-(4-octyloxy-phenyl)-morpholin-4-yl]-ethyl ester (0.69 g; 1.31 mmol) in TFA (3 mL) and CH2Cl2 (3 mL) was stirred at RT for 1 hour. Subsequently, the reaction mixture was concentrated in vacuo and the residue treated with iPr2O. The precipitate was collected by filtration and dried in vacuo overnight to afford phosphoric acid mono-{2-[2-(4-octyloxy-phenyl)-morpholin-4-... Reactants: C(CN)N (ethylenediamine), C(#N)C1=CC=NC2=C(C=C(C(=C12)C)N=C=S)C (4-cyano-5,8-dimethyl-6-isothiocyanatoquinoline). Run in C1(=CC=CC=C1)C (toluene), C1(=CC=CC=C1)C (toluene). Run at time 8 hour. Product: NCCNC(NC=1C(=C2C(=CC=NC2=C(C1)C)C#N)C)=S (6-[N'-(2-aminoethyl)thioureido]-4-cyano-5,8-dimethylquinoline). RXN SMILES: [CH2:1]([NH2:4])[CH2:2][NH2:3].[C:5]([C:7]1[C:16]2[C:11](=[C:12]([CH3:21])[CH:13]=[C:14]([N:18]=[C:19]=[S:20])[C:15]=2[CH3:17])[N:10]=[CH:9][CH:8]=1)#[N:6]>C1(C)C=CC=CC=1>[NH2:3][CH2:2][CH2:1][NH:4][C:19](=[S:20])[NH:18][C:14]1[C:15]([CH3:17])=[C:16]2[C:11](=[C:12]([CH3:21])[CH:13]=1)[N:10]=[CH:9][CH:8]=[C:7]2[C:5]#[N:6]. Procedure details: To a solution of ethylenediamine (2.93 mL) in toluene (30 mL) is slowly added a solution of 4-cyano-5,8-dimethyl-6-isothiocyanatoquinoline (2.1 g, 8.78 mmol) in toluene (100 mL). The reaction mixture is stirred at room temperature overnight. The solid which forms is filtered, washed well with toluene, and dried to afford 6-[N'-(2-aminoethyl)thioureido]-4-cyano-5,8-dimethylquinoline. Reactants: NC=1SC(=C(N1)C(=O)N1[C@H]2C[C@H]2C[C@H]1CN)C1=CC(=CC=C1)F ([2-amino-5-(3-fluoro-phenyl)-thiazol-4-yl]-((1S,3S,5S)-3-aminomethyl-2-aza-bicyclo[3.1.0]hex-2-yl)-methanone), N1=CC=CC=2C(=CC=CC12)C(=O)O (quinoline-5-carboxylic acid). Product: NC=1SC(=C(N1)C(=O)N1[C@H]2C[C@H]2C[C@H]1CNC(=O)C=1C=2C=CC=NC2C=CC1)C1=CC(=CC=C1)F (quinoline-5-carboxylic acid {(1S,3S,5S)-2-[2-amino-5-(3-fluoro-phenyl)-thiazole-4-carbonyl]-2-aza-bicyclo[3.1.0]hex-3-ylmethyl}-amide). As a reaction SMILES: [NH2:1][C:2]1[S:3][C:4]([C:17]2[CH:22]=[CH:21][CH:20]=[C:19]([F:23])[CH:18]=2)=[C:5]([C:7]([N:9]2[C@H:14]([CH2:15][NH2:16])[CH2:13][C@H:12]3[C@@H:10]2[CH2:11]3)=[O:8])[N:6]=1.[N:24]1[C:33]2[CH:32]=[CH:31][CH:30]=[C:29]([C:34](O)=[O:35])[C:28]=2[CH:27]=[CH:26][CH:25]=1>>[NH2:1][C:2]1[S:3][C:4]([C:17]2[CH:22]=[CH:21][CH:20]=[C:19]([F:23])[CH:18]=2)=[C:5]([C:7]([N:9]2[C@H:14]([CH2:15][NH:16][C:34]([C:29]3[C:28]4[CH:27]=[CH:26][CH:25]=[N:24][C:33]=4[CH:32]=[CH:31][CH:30]=3)=[O:35])[CH2:13][C@H:12]3[C@@H:10]2[CH2:11]3)=[O:8])[N:6]=1. Procedure: prepared by reaction of [2-amino-5-(3-fluoro-phenyl)-thiazol-4-yl]-((1S,3S,5S)-3-aminomethyl-2-aza-bicyclo[3.1.0]hex-2-yl)-methanone with quinoline-5-carboxylic acid. LC-MS (basic): tR=0.75 min; [M+H]+=488.2. Reported procedure: To tert-butyl 1-((4-(5-methyl-3-oxo-1H-imidazo[1,5-c]imidazol-2(3H)-yl)-1-piperidinyl)carbonyl)pentylcarbamate (0.65 g) obtained in Example 80b) was added concentrated hydrochloric acid (5 ml), and mixed for 15 minutes. To the reaction solution was added ethanol, and then concentrated under reduced pressure. The residue and DBU (0.69 g) were dissolved in acetonitrile (15 ml), and a solution of 4-chlorophenyl isocyanate (0.25 g) in acetonitrile (15 ml) was added dropwise thereto. After reacting f... RXN SMILES: [CH3:1][C:2]1[N:6]2[C:7](=[O:31])[N:8]([CH:10]3[CH2:15][CH2:14][N:13]([C:16]([CH:18]([NH:23][C:24](=[O:30])OC(C)(C)C)[CH2:19][CH2:20][CH2:21][CH3:22])=[O:17])[CH2:12][CH2:11]3)[CH2:9][C:5]2=[CH:4][N:3]=1.[ClH:32].[CH2:33](O)[CH3:34]>>[Cl:32][C:34]1[CH:33]=[CH:15][C:10]([NH:8][C:24]([NH:23][CH:18]([C:16]([N:13]2[CH2:12][CH2:11][CH:10]([N:8]3[CH2:9][C:5]4=[CH:4][N:3]=[C:2]([CH3:1])[N:6]4[C:7]3=[O:31])[CH2:15][CH2:14]2)=[O:17])[CH2:19][CH2:20][CH2:21][CH3:22])=[O:30])=[CH:11][CH:12]=1. The product is ClC1=CC=C(C=C1)NC(=O)NC(CCCC)C(=O)N1CCC(CC1)N1C(N2C(C1)=CN=C2C)=O (N-(4-chlorophenyl)-N′-(1-((4-(5-methyl-3-oxo-1H-imidazo[1,5-c]imidazol-2(3H)-yl)-1-piperidinyl)carbonyl)pentyl)urea). Isolated yield 51.0%. Run at time 15 hour. The reactants are CC1=NC=C2N1C(N(C2)C2CCN(CC2)C(=O)C(CCCC)NC(OC(C)(C)C)=O)=O (tert-butyl 1-((4-(5-methyl-3-oxo-1H-imidazo[1,5-c]imidazol-2(3H)-yl)-1-piperidinyl)carbonyl)pentylcarbamate), Cl (hydrochloric acid), C(C)O (ethanol).